From a dataset of the Open Reaction Database (ORD), a public repository of structured organic reaction records. describe an organic reaction: reactants, conditions, products, and yield Reactants: C#Cc1cncc(C(=O)N=S(C)(=O)c2ccccc2)c1, C#Cc1ccccc1O. The product is CS(=O)(=NC(=O)c1cncc(C#Cc2ccccc2O)c1)c1ccccc1. As a reaction SMILES: [C:1](#[CH:2])[c:3]1[cH:4][n:5][cH:6][c:7]([C:8](=[O:9])[N:10]=[S:11]([c:12]2[cH:13][cH:14][cH:15][cH:16][cH:17]2)(=[O:18])[CH3:19])[cH:20]1.[C:21](#[CH:22])[c:23]1[c:24]([OH:29])[cH:25][cH:26][cH:27][cH:28]1>>[C:1](#[C:2][c:23]1[c:24]([OH:29])[cH:25][cH:26][cH:27][cH:28]1)[c:3]1[cH:4][n:5][cH:6][c:7]([C:8](=[O:9])[N:10]=[S:11]([c:12]2[cH:13][cH:14][cH:15][cH:16][cH:17]2)(=[O:18])[CH3:19])[cH:20]1. Reactants: O=C([O-])[O-], CCCO, Cc1cccc(I)c1, [K+], [K+], Nc1ccncc1N[SH](=O)=O. Yields the product Cc1cccc(Nc2ccncc2N[SH](=O)=O)c1. As a reaction SMILES: [C:20](=[O:21])([O-:22])[O-:23].[CH2:26]([OH:27])[CH2:28][CH3:29].[I:12][c:13]1[cH:14][c:15]([CH3:19])[cH:16][cH:17][cH:18]1.[K+:24].[K+:25].[SH:1](=[O:2])(=[O:3])[NH:4][c:5]1[cH:6][n:7][cH:8][cH:9][c:10]1[NH2:11]>>[SH:1](=[O:2])(=[O:3])[NH:4][c:5]1[cH:6][n:7][cH:8][cH:9][c:10]1[NH:11][c:13]1[cH:14][c:15]([CH3:19])[cH:16][cH:17][cH:18]1. Product: C(=O)(O)C1=C(C=CC=C1)SC1=CC=CC=2C(C3=C(C=CC=C3C(C12)=O)SC1=C(C=CC=C1)C(=O)O)=O (1,5-Bis(2-Carboxyphenylthio)Anthraquinone). Conditions: temperature 125 celsius. As a reaction SMILES: Cl[C:2]1[C:15]2[C:14](=[O:16])[C:13]3[C:8](=[C:9](Cl)[CH:10]=[CH:11][CH:12]=3)[C:7](=[O:18])[C:6]=2[CH:5]=[CH:4][CH:3]=1.[SH:19][C:20]1[CH:28]=[CH:27][CH:26]=[CH:25][C:21]=1[C:22]([OH:24])=[O:23].[C:29](=[O:32])([O-])[O-:30].[K+].[K+].CN(C)C=O>C(O)(=O)C.O>[C:22]([C:21]1[CH:25]=[CH:26][CH:27]=[CH:28][C:20]=1[S:19][C:2]1[C:15]2[C:14](=[O:16])[C:13]3[C:8](=[C:9]([S:19][C:20]4[CH:28]=[CH:27][CH:26]=[CH:25][C:21]=4[C:29]([OH:30])=[O:32])[CH:10]=[CH:11][CH:12]=3)[C:7](=[O:18])[C:6]=2[CH:5]=[CH:4][CH:3]=1)([OH:24])=[O:23] |f:2.3.4|. Solvent: C(C)(=O)O (acetic acid), O (water). The reactants are ClC1=CC=CC=2C(C3=C(C=CC=C3C(C12)=O)Cl)=O (1,5-dichloroanthraquinone), SC1=C(C(=O)O)C=CC=C1 (o-mercapto benzoic acid), C([O-])([O-])=O.[K+].[K+] (potassium carbonate), CN(C=O)C (N,N-dimethylformamide). Reported procedure: A mixture of 1,5-dichloroanthraquinone (13.8 grams, 0.05 mole), o-mercapto benzoic acid (15.4 grams, 0.10 mole), potassium carbonate (13.8 grams, 0.10 mole), and N,N-dimethylformamide (200 ml) was heated at approximately 125° C. for four hours. The reaction mixture was allowed to cool to room temperature and then drowned into water (500 ml) and acidified with acetic acid to a pH of about 5.0. The dye was collected by filtration, washed with hot water, and then dried in air to yield 23.5 grams of... Reactants: O=C([O-])[O-], Cc1cccc(C)c1CCl, CC#N, [I-], [K+], [K+], CCOC(=O)c1nc2c(N)cc(C)cn2c1C, [Na+]. Yields the product CCOC(=O)c1nc2c(NCc3c(C)cccc3C)cc(C)cn2c1C. RXN SMILES: [C:28](=[O:29])([O-:30])[O-:31].[CH3:18][c:19]1[c:20]([CH2:21][Cl:22])[c:23]([CH3:27])[cH:24][cH:25][cH:26]1.[CH3:36][C:37]#[N:38].[I-:35].[K+:32].[K+:33].[NH2:1][c:2]1[c:3]2[n:4]([cH:5][c:6]([CH3:8])[cH:7]1)[c:9]([CH3:17])[c:10]([C:12](=[O:13])[O:14][CH2:15][CH3:16])[n:11]2.[Na+:34]>>[NH:1]([c:2]1[c:3]2[n:4]([cH:5][c:6]([CH3:8])[cH:7]1)[c:9]([CH3:17])[c:10]([C:12](=[O:13])[O:14][CH2:15][CH3:16])[n:11]2)[CH2:21][c:20]1[c:19]([CH3:18])[cH:26][cH:25][cH:24][c:23]1[CH3:27]. The reactants are CCc1c(OC)cccc1C(=O)NN(C(=O)c1cc(C)cc(C)c1)C(C)(C)C=O, CO, CCO, [K+], O=[Mn](=O)(=O)[O-], [Na+], [Na+], [OH-], [OH-]. Yields the product CCc1c(OC)cccc1C(=O)NN(C(=O)c1cc(C)cc(C)c1)C(C)(C)C(=O)O. RXN SMILES: [CH3:1][c:2]1[cH:3][c:4]([C:5](=[O:6])[N:7]([NH:8][C:9]([c:10]2[c:11]([CH2:18][CH3:19])[c:12]([O:16][CH3:17])[cH:13][cH:14][cH:15]2)=[O:20])[C:21]([CH:22]=[O:23])([CH3:24])[CH3:25])[cH:26][c:27]([CH3:29])[cH:28]1.[CH3:38][OH:39].[CH3:42][CH2:43][OH:44].[K+:35].[Mn:30](=[O:31])([O-:32])(=[O:33])=[O:34].[Na+:37].[Na+:41].[OH-:36].[OH-:40]>>[CH3:1][c:2]1[cH:3][c:4]([C:5](=[O:6])[N:7]([NH:8][C:9]([c:10]2[c:11]([CH2:18][CH3:19])[c:12]([O:16][CH3:17])[cH:13][cH:14][cH:15]2)=[O:20])[C:21]([C:22](=[O:23])[OH:31])([CH3:24])[CH3:25])[cH:26][c:27]([CH3:29])[cH:28]1. The reactants are N=1N=NN2C1C=CC(=C2)[C@H]2OC2 ((R)-2-(tetrazolo[1,5-a]pyrid-6-yl)oxirane), NC(C)(CCC1=C(C=CC=C1)O)C (2-amino-2-methyl-4-(2-hydroxyphenyl)butane). Run in C(C)O (ethanol). Product: CC(CCC1=C(C=CC=C1)O)(C)NC[C@H](O)C=1C=CC=2N(C1)N=NN2 ((R)-a-[[(1,1-Dimethyl-3-(2-hydroxyphenyl)propyl)amino]methyl]tetrazolo[1,5-a]pyridine-6-methanol). RXN SMILES: [N:1]1[N:2]=[N:3][N:4]2[CH:9]=[C:8]([C@@H:10]3[CH2:12][O:11]3)[CH:7]=[CH:6][C:5]=12.[NH2:13][C:14]([CH3:25])([CH2:16][CH2:17][C:18]1[CH:23]=[CH:22][CH:21]=[CH:20][C:19]=1[OH:24])[CH3:15]>C(O)C>[CH3:25][C:14]([NH:13][CH2:12][C@@H:10]([C:8]1[CH:7]=[CH:6][C:5]2[N:4]([N:3]=[N:2][N:1]=2)[CH:9]=1)[OH:11])([CH3:15])[CH2:16][CH2:17][C:18]1[CH:23]=[CH:22][CH:21]=[CH:20][C:19]=1[OH:24]. Procedure details: A solution of 156 mg (1.46 mmol) of (R)-2-(tetrazolo[1,5-a]pyrid-6-yl)oxirane and 170 ml of 2-amino-2-methyl-4-(2-hydroxyphenyl)butane in 15 ml of absolute ethanol is heated at reflux for 6 hours. The reaction mixture is concentrated and the residue chromatographed on silica gel to give the desired product. Starting materials: C(C1=CC=CC=C1)OC(C(=O)O)OCC1=CC=CC=C1 (dibenzyloxyacetic acid), 4-N,N-dimethylformamide, C(C(=O)Cl)(=O)Cl (oxalyl chloride), N1=CC=CC=C1 (pyridine), FC(C=1C=C(N)C=CC1)(F)F (3-trifluoromethyl aniline). Reagents/catalysts: CN(C1=CC=NC=C1)C (4-dimethylaminopyridine). Solvent: O (water), ClCCl (dichloromethane). Run at temperature 0 celsius, time 3 hour. Product: C(C1=CC=CC=C1)OC(C(=O)NC1=CC(=CC=C1)C(F)(F)F)OCC1=CC=CC=C1 (2,2-dibenzyloxy-N(3-trifluoromethylphenyl)acetamide). Yield: 92.1%. As a reaction SMILES: [CH2:1]([O:8][CH:9]([O:13][CH2:14][C:15]1[CH:20]=[CH:19][CH:18]=[CH:17][CH:16]=1)[C:10]([OH:12])=O)[C:2]1[CH:7]=[CH:6][CH:5]=[CH:4][CH:3]=1.C(Cl)(=O)C(Cl)=O.N1C=CC=CC=1.[F:33][C:34]([F:43])([F:42])[C:35]1[CH:36]=[C:37]([CH:39]=[CH:40][CH:41]=1)[NH2:38]>ClCCl.CN(C)C1C=CN=CC=1.O>[CH2:14]([O:13][CH:9]([O:8][CH2:1][C:2]1[CH:3]=[CH:4][CH:5]=[CH:6][CH:7]=1)[C:10]([NH:38][C:37]1[CH:39]=[CH:40][CH:41]=[C:35]([C:34]([F:33])([F:42])[F:43])[CH:36]=1)=[O:12])[C:15]1[CH:20]=[CH:19][CH:18]=[CH:17][CH:16]=1. Procedure: A stirred solution of dibenzyloxyacetic acid (4.0 g, prepared as described in Step 2) in dichloromethane (40 ml) was cooled to 0° C. and treated dropwise with, successively, 4-N,N-dimethylformamide (100 mg) and oxalyl chloride (2.0 g). After thirty minutes, pyridine (3.52 g), 3-trifluoromethyl aniline (2.64 g) and 4-dimethylaminopyridine (100 mg) were added. The mixture was stirred at 0° C. for a further thirty minutes then allowed to warm to room temperature. After three hours, it was poured in... The reactants are S([O-])(O)=O.[Na+] (sodium bisulfite), C(C)(=O)C1=CC=C(C=C1)C1=CC=C(C=C1)OCCCCCCCCCC (4-acetyl-4'-decyloxy-1,1'-biphenyl), Br[O-].[Na+] (sodium hypobromite), [OH-].[Na+] (sodium hydroxide), BrBr (bromine). Solvent: O1CCOCC1 (1,4-dioxane). Reaction conditions: time 2 hour. Yields the product C(CCCCCCCCC)OC1=CC=C(C=C1)C1=CC=C(C(=O)O)C=C1 (4-(4-Decyloxyphenyl)benzoic acid). RXN SMILES: [C:1]([C:4]1[CH:9]=[CH:8][C:7]([C:10]2[CH:15]=[CH:14][C:13]([O:16][CH2:17][CH2:18][CH2:19][CH2:20][CH2:21][CH2:22][CH2:23][CH2:24][CH2:25][CH3:26])=[CH:12][CH:11]=2)=[CH:6][CH:5]=1)(=[O:3])C.Br[O-].[Na+].[OH-].[Na+].BrBr.S(=O)(O)[O-:35].[Na+]>O1CCOCC1>[CH2:17]([O:16][C:13]1[CH:14]=[CH:15][C:10]([C:7]2[CH:8]=[CH:9][C:4]([C:1]([OH:3])=[O:35])=[CH:5][CH:6]=2)=[CH:11][CH:12]=1)[CH2:18][CH2:19][CH2:20][CH2:21][CH2:22][CH2:23][CH2:24][CH2:25][CH3:26] |f:1.2,3.4,6.7|. Procedure: To a solution of 4-acetyl-4'-decyloxy-1,1'-biphenyl (4.2 g, 0.012 mol) in 1,4-dioxane (20 ml), an aqueous solution of sodium hypobromite (40 ml) [freshly prepared from sodium hydroxide (7.9 g) and bromine (7.1 g)] was added dropwise at 20°-25° C., and stirring was continued for 2 h at 40° C. After cooling, sodium bisulfite was added to destroy excess sodium hypobromite and the mixture was acidified with hydrochloric acid. The resultant precipitate was filtered, washed with H2O and dried to give ... Starting materials: BrC1=CC=CC=2N1N=C(N2)N (5-bromo-[1,2,4]triazolo[1,5-a]pyridin-2-ylamine), CS(=O)(=O)C=1C=C(C=CC1)B(O)O (3-methanesulfonyl phenyl boronic acid). The product is CS(=O)(=O)C=1C=C(C=CC1)C1=CC=CC=2N1N=C(N2)N (5-(3-Methanesulfonyl-phenyl)-[1,2,4]triazolo[1,5-a]pyridin-2-ylamine). Isolated yield 52.0%. Reaction SMILES: Br[C:2]1[N:7]2[N:8]=[C:9]([NH2:11])[N:10]=[C:6]2[CH:5]=[CH:4][CH:3]=1.[CH3:12][S:13]([C:16]1[CH:17]=[C:18](B(O)O)[CH:19]=[CH:20][CH:21]=1)(=[O:15])=[O:14]>>[CH3:12][S:13]([C:16]1[CH:21]=[C:20]([C:2]2[N:7]3[N:8]=[C:9]([NH2:11])[N:10]=[C:6]3[CH:5]=[CH:4][CH:3]=2)[CH:19]=[CH:18][CH:17]=1)(=[O:15])=[O:14]. Reported procedure: 5-(3-Methanesulfonyl-phenyl)-[1,2,4]triazolo[1,5-a]pyridin-2-ylamine was prepared from 5-bromo-[1,2,4]triazolo[1,5-a]pyridin-2-ylamine (3.00 g, 14.0 mmol) and 3-methanesulfonyl phenyl boronic acid (3.08 g, 15.0 mmol), in a manner analogous to Step 73c. The residue was purified on a 80 g Isco silica gel column using a gradient of 0-20% methanol in dichloromethane as an eluent. 5-(3-Methanesulfonyl-phenyl)-[1,2,4]triazolo[1,5-a]pyridin-2-ylamine (2.10 g, 52%) was isolated as a beige powder.